This data is from the Open Reaction Database (ORD), a public repository of structured organic reaction records. The task is: describe an organic reaction: reactants, conditions, products, and yield The reactants are CC(C)(C)[Si](C)(C)OC1CCCC(n2nc(-c3c(-c4ccccc4)nn4ccccc34)ccc2=O)C1, CCCC[N+](CCCC)(CCCC)CCCC, CCOC(C)=O, [F-], C1CCOC1. Product: O=c1ccc(-c2c(-c3ccccc3)nn3ccccc23)nn1C1CCCC(O)C1. As a reaction SMILES: [C:1]([Si:2]([CH3:3])([CH3:4])[O:6][CH:7]1[CH2:8][CH:9]([n:13]2[n:14][c:15](-[c:20]3[c:21](-[c:29]4[cH:30][cH:31][cH:32][cH:33][cH:34]4)[n:22][n:23]4[c:24]3[cH:25][cH:26][cH:27][cH:28]4)[cH:16][cH:17][c:18]2=[O:19])[CH2:10][CH2:11][CH2:12]1)([CH3:5])([CH3:35])[CH3:36].[CH3:38][CH2:39][CH2:40][CH2:41][N+:42]([CH2:43][CH2:44][CH2:45][CH3:46])([CH2:47][CH2:48][CH2:49][CH3:50])[CH2:51][CH2:52][CH2:53][CH3:54].[CH3:60][CH2:61][O:62][C:63](=[O:64])[CH3:65].[F-:37].[O:55]1[CH2:56][CH2:57][CH2:58][CH2:59]1>>[OH:6][CH:7]1[CH2:8][CH:9]([n:13]2[n:14][c:15](-[c:20]3[c:21](-[c:29]4[cH:30][cH:31][cH:32][cH:33][cH:34]4)[n:22][n:23]4[c:24]3[cH:25][cH:26][cH:27][cH:28]4)[cH:16][cH:17][c:18]2=[O:19])[CH2:10][CH2:11][CH2:12]1. Reactants: CN(C)C=O, ClC(Cl)Cl, CC(NCCCc1ccccc1Cl)c1cccc(O)c1, Cl, [H-], CCI, [Na+]. Yields the product CCOc1cccc(C(C)NCCCc2ccccc2Cl)c1. RXN SMILES: [CH3:27][N:28]([CH3:29])[CH:30]=[O:31].[CH:32]([Cl:33])([Cl:34])[Cl:35].[Cl:4][c:5]1[c:6]([CH2:11][CH2:12][CH2:13][NH:14][CH:15]([CH3:16])[c:17]2[cH:18][c:19]([OH:23])[cH:20][cH:21][cH:22]2)[cH:7][cH:8][cH:9][cH:10]1.[ClH:3].[H-:1].[I:24][CH2:25][CH3:26].[Na+:2]>>[Cl:4][c:5]1[c:6]([CH2:11][CH2:12][CH2:13][NH:14][CH:15]([CH3:16])[c:17]2[cH:18][c:19]([O:23][CH2:25][CH3:26])[cH:20][cH:21][cH:22]2)[cH:7][cH:8][cH:9][cH:10]1. Isolated yield 118.0%. As a reaction SMILES: [C:1]([O:20]C)(=[O:19])[CH2:2][CH2:3][CH2:4][CH2:5][CH2:6][CH2:7][CH2:8]/[CH:9]=[CH:10]\[CH2:11][CH2:12][CH2:13][CH2:14][CH2:15][CH2:16][CH2:17][CH3:18].C(O)=O.OO>>[C:1]([OH:20])(=[O:19])[CH2:2][CH2:3][CH2:4][CH2:5][CH2:6][CH2:7][CH2:8]/[CH:9]=[CH:10]\[CH2:11][CH2:12][CH2:13][CH2:14][CH2:15][CH2:16][CH2:17][CH3:18]. Reactants: C(CCCCCCC\C=C/CCCCCCCC)(=O)OC (methyl oleate), C(=O)O (formic acid), OO (H2O2), C(CCCCCCC\C=C/CCCCCCCC)(=O)OC (MO). Procedure: To a stirred solution of methyl oleate (MO) (200.00 g, 675 mmol) and formic acid (62.09 g, 1.35 mol) cooled in an ice bath (0° C.), H2O2 (30.0% in H2O, 306.00 mL, 2.70 mol) was added slowly. The reaction was then allowed to proceed at room temperature with vigorous stirring until LC/MS analysis indicated that MO had been consumed (around 19 hr). The reaction was then transferred to a separatory funnel, and ethyl acetate (500 mL) was added and the lower aqueous phase was removed. The organic phas... Product: C(CCCCCCC\C=C/CCCCCCCC)(=O)O (oleic acid).